Dataset: the Open Reaction Database (ORD), a public repository of structured organic reaction records. Task: describe an organic reaction: reactants, conditions, products, and yield Procedure details: 3-(5-Amino-4-(4-cyclopropylnaphthalen-1-yl)-4H-1,2,4-triazol-3-ylthio)propanoate, (200 mg 0.523 mmol), sodium nitrite (361 mg, 5.233 mmol, 10 eq.) and benzyltriethylammonium bromide (427 mg, 1.570 mmol, 3 eq.) were suspended in bromoform (3 mL) and stirred at room temperature for ˜30 min. Dichloroacetic acid was then added (86 μL, 135 mg; 1.047 mmol, 2 eq.), and the mixture stirred at room temperature overnight, covering the flask with foil to keep light out. Water was added (5 mL) and stirring ... RXN SMILES: N[C:2]1[N:3]([C:13]2[C:22]3[C:17](=[CH:18][CH:19]=[CH:20][CH:21]=3)[C:16]([CH:23]3[CH2:25][CH2:24]3)=[CH:15][CH:14]=2)[C:4]([S:7][CH2:8][CH2:9][C:10]([O-:12])=[O:11])=[N:5][N:6]=1.N([O-])=O.[Na+].Cl[CH:31](Cl)[C:32](O)=O.O.C(Br)(Br)[Br:38]>[Br-].C([N+](CC)(CC)CC)C1C=CC=CC=1.ClCCl>[Br:38][C:2]1[N:3]([C:13]2[C:22]3[C:17](=[CH:18][CH:19]=[CH:20][CH:21]=3)[C:16]([CH:23]3[CH2:24][CH2:25]3)=[CH:15][CH:14]=2)[C:4]([S:7][CH2:8][CH2:9][C:10]([O:12][CH2:31][CH3:32])=[O:11])=[N:5][N:6]=1 |f:1.2,6.7|. Product: BrC=1N(C(=NN1)SCCC(=O)OCC)C1=CC=C(C2=CC=CC=C12)C1CC1 (ethyl 3-(5-bromo-4-(4-cyclopropylnaphthalen-1-yl)-4H-1,2,4-triazol-3-ylthio)propanoate). Reagents/catalysts: [Br-].C(C1=CC=CC=C1)[N+](CC)(CC)CC (benzyltriethylammonium bromide). The solvent is ClCCl (dichloromethane). The yield is 47.6%. Run at time 30 minute. The reactants are O (water), NC=1N(C(=NN1)SCCC(=O)[O-])C1=CC=C(C2=CC=CC=C12)C1CC1 (3-(5-Amino-4-(4-cyclopropylnaphthalen-1-yl)-4H-1,2,4-triazol-3-ylthio)propanoate), O (Water), N(=O)[O-].[Na+] (sodium nitrite), ClC(C(=O)O)Cl (Dichloroacetic acid), C(Br)(Br)Br (bromoform). Starting materials: C(C)C1C(NC2=CC=C(C=C12)C)=O (3-ethyl-5-methyl-1,3-dihydro-2H-indol-2-one), BrCCCCCBr (1,5-dibromopentane). Yields the product BrCCCCCC1(C(NC2=CC=C(C=C12)C)=O)CC (3-(5-Bromopentyl)-3-ethyl-5-methyl-1,3-dihydro-2H-indol-2-one). RXN SMILES: [CH2:1]([CH:3]1[C:11]2[C:6](=[CH:7][CH:8]=[C:9]([CH3:12])[CH:10]=2)[NH:5][C:4]1=[O:13])[CH3:2].Br[CH2:15][CH2:16][CH2:17][CH2:18][CH2:19][Br:20]>>[Br:20][CH2:19][CH2:18][CH2:17][CH2:16][CH2:15][C:3]1([CH2:1][CH3:2])[C:11]2[C:6](=[CH:7][CH:8]=[C:9]([CH3:12])[CH:10]=2)[NH:5][C:4]1=[O:13]. Procedure: The title compound is prepared according to process E starting from 3-ethyl-5-methyl-1,3-dihydro-2H-indol-2-one and 1,5-dibromopentane. Reactants: C(=O)(O)C=1C=C2C(C(=O)OC2=O)=CC1 (4-carboxyphthalic anhydride), NCC(=O)O (glycine). Solvent: C(C)(=O)O (acetic acid). The product is C(=O)(O)C=1C=C2C(C(=O)N(C2=O)CC(=O)O)=CC1 (4-carboxy-N-(carboxymethyl)phthalimide). Reaction SMILES: [C:1]([C:4]1[CH:5]=[C:6]2[C:11](=[O:12])[O:10][C:8](=O)[C:7]2=[CH:13][CH:14]=1)([OH:3])=[O:2].[NH2:15][CH2:16][C:17]([OH:19])=[O:18]>C(O)(=O)C>[C:1]([C:4]1[CH:5]=[C:6]2[C:11](=[O:12])[N:15]([CH2:16][C:17]([OH:19])=[O:18])[C:8](=[O:10])[C:7]2=[CH:13][CH:14]=1)([OH:3])=[O:2]. Procedure: 4-carboxyphthalic anhydride (benzene tricarboxylic acid anhydride) (1.0 g, 0.0052 mol), glycine (0.3907 g, 0.0052 mol) and 50–60 mls of glacial acetic acid were added to a 100 ml round-bottom flask equipped with a reflux condenser, heating mantle and stir plate. The system was placed under a N2 atmosphere and heated to a gentle reflux. The progress of the reaction was monitored by TLC. After 7 hours the clear colourless solution was cooled to room temperature. The resulting white precipitate was... Starting materials: NCCCCCC1=CC=C(C=C1)C=1CCC(NN1)=O (6-[4-(5-aminopentyl)phenyl]-4,5-dihydropyridazin-3(2H)-one), C(C1=CN=CC=C1)(=O)O (nicotinic acid). Product: N1=CC(=CC=C1)C(=O)NCCCCCC1=CC=C(C=C1)C=1CCC(NN1)=O (6-[4-(5-(pyridin-3-ylcarbonylamino)pentyl)phenyl]-4,5-dihydropyridazin-3(2H)-one). RXN SMILES: [NH2:1][CH2:2][CH2:3][CH2:4][CH2:5][CH2:6][C:7]1[CH:12]=[CH:11][C:10]([C:13]2[CH2:14][CH2:15][C:16](=[O:19])[NH:17][N:18]=2)=[CH:9][CH:8]=1.[C:20](O)(=[O:27])[C:21]1[CH:26]=[CH:25][CH:24]=[N:23][CH:22]=1>>[N:23]1[CH:24]=[CH:25][CH:26]=[C:21]([C:20]([NH:1][CH2:2][CH2:3][CH2:4][CH2:5][CH2:6][C:7]2[CH:12]=[CH:11][C:10]([C:13]3[CH2:14][CH2:15][C:16](=[O:19])[NH:17][N:18]=3)=[CH:9][CH:8]=2)=[O:27])[CH:22]=1. Reported procedure: By treating 6-[4-(5-aminopentyl)phenyl]-4,5-dihydropyridazin-3(2H)-one and nicotinic acid in the same manner as in Example 30, 6-[4-(5-(pyridin-3-ylcarbonylamino)pentyl)phenyl]-4,5-dihydropyridazin-3(2H)-one was obtained.